Dataset: the Open Reaction Database (ORD), a public repository of structured organic reaction records. Task: describe an organic reaction: reactants, conditions, products, and yield Starting materials: Cl.C12CCC(CC1)N2 (7-aza-bicyclo [2.2.1]heptane hydrochloride), C(C)(C)(C)OC(=O)NCCC1=C(NC2=CC=C(C=C12)C(C(=O)O)(C)C)C1=CC(=CC(=C1)C)C (2-[3-(2-tert-butoxycarbonylaminoethyl)-2-(3,5-dimethylphenyl)-1H-indol-5-yl]-2-methylpropionic acid), 1-hydroxybenzotriazole (HOBt)followed, Cl.CN(CCCN=C=NCC)C (1-(3-dimethylaminopropyl)-3-ethylcarbodiimide hydrochloride). The solvent is C(Cl)Cl (methylene chloride), C(C)N(CC)CC (triethylamine). Conditions: time 90 minute. Yields the product C(C)(C)(C)OC(NCCC1=C(NC2=CC=C(C=C12)C(C(=O)N1C2CCC1CC2)(C)C)C2=CC(=CC(=C2)C)C)=O ({2-[5-[2-(7-Azabicyclo[2.2.1]hept-7-yl)-1,1-dimethyl-2-oxo-ethyl]-2-(3,5-dimethylphenyl)-1H-indol-3-yl]ethyl}carbamic acid tert-butyl ester). As a reaction SMILES: [C:1]([O:5][C:6]([NH:8][CH2:9][CH2:10][C:11]1[C:19]2[C:14](=[CH:15][CH:16]=[C:17]([C:20]([CH3:25])([CH3:24])[C:21](O)=[O:22])[CH:18]=2)[NH:13][C:12]=1[C:26]1[CH:31]=[C:30]([CH3:32])[CH:29]=[C:28]([CH3:33])[CH:27]=1)=[O:7])([CH3:4])([CH3:3])[CH3:2].Cl.CN(C)CCCN=C=NCC.Cl.[CH:47]12[NH:53][CH:50]([CH2:51][CH2:52]1)[CH2:49][CH2:48]2>C(Cl)Cl.C(N(CC)CC)C>[C:1]([O:5][C:6](=[O:7])[NH:8][CH2:9][CH2:10][C:11]1[C:19]2[C:14](=[CH:15][CH:16]=[C:17]([C:20]([CH3:24])([CH3:25])[C:21]([N:53]3[CH:47]4[CH2:52][CH2:51][CH:50]3[CH2:49][CH2:48]4)=[O:22])[CH:18]=2)[NH:13][C:12]=1[C:26]1[CH:27]=[C:28]([CH3:33])[CH:29]=[C:30]([CH3:32])[CH:31]=1)([CH3:4])([CH3:2])[CH3:3] |f:1.2,3.4|. Procedure details: To a suspension of 2-[3-(2-tert-butoxycarbonylaminoethyl)-2-(3,5-dimethylphenyl)-1H-indol-5-yl]-2-methylpropionic acid (856 mg in 8.0 mL methylene chloride) at 0° C. was added 310 mg of 1-hydroxybenzotriazole (HOBt)followed by 400 mg 1-(3-dimethylaminopropyl)-3-ethylcarbodiimide hydrochloride (EDC) and the mixture stirred at low temperature for 90 minutes. At this time, a solution of 7-aza-bicyclo [2.2.1]heptane hydrochloride (632 mg in a mixture of 2.0 mL methylene chloride and 0.66 mL triethyl... The reactants are [BH4-], CCO, Cl, [Na+], C1CCOC1, O, O=Cc1ccc(OCc2coc(C=Cc3ccccc3)n2)cc1. Product: ClCc1ccc(OCc2coc(C=Cc3ccccc3)n2)cc1. Reaction SMILES: [BH4-:24].[CH3:33][CH2:34][OH:35].[ClH:31].[Na+:25].[O:26]1[CH2:27][CH2:28][CH2:29][CH2:30]1.[OH2:32].[c:1]1([CH:7]=[CH:8][c:9]2[o:10][cH:11][c:12]([CH2:14][O:15][c:16]3[cH:17][cH:18][c:19]([CH:20]=[O:21])[cH:22][cH:23]3)[n:13]2)[cH:2][cH:3][cH:4][cH:5][cH:6]1>>[c:1]1([CH:7]=[CH:8][c:9]2[o:10][cH:11][c:12]([CH2:14][O:15][c:16]3[cH:17][cH:18][c:19]([CH2:20][Cl:31])[cH:22][cH:23]3)[n:13]2)[cH:2][cH:3][cH:4][cH:5][cH:6]1. Reactants: Cl.C1(CC1)COC1=C(C=CC(=C1)OC)C=1C2=C(N=CN1)C(=C(N2)C)C(=O)N[C@H]2CNCC2 (4-[2-(cyclopropylmethoxy)-4-methoxyphenyl]-6-methyl-N-[(3R)-pyrrolidin-3-yl]-5H-pyrrolo[3,2-d]pyrimidine-7-carboxamide hydrochloride), C(CC)(=O)Cl (propionyl chloride). Yields the product C1(CC1)COC1=C(C=CC(=C1)OC)C=1C2=C(N=CN1)C(=C(N2)C)C(=O)N[C@H]2CN(CC2)C(CC)=O (4-[2-(Cyclopropylmethoxy)-4-methoxyphenyl]-6-methyl-N-[(3R)-1-propionylpyrrolidin-3-yl]-5H-pyrrolo[3,2-d]pyrimidine-7-carboxamide). As a reaction SMILES: Cl.[CH:2]1([CH2:5][O:6][C:7]2[CH:12]=[C:11]([O:13][CH3:14])[CH:10]=[CH:9][C:8]=2[C:15]2[C:16]3[NH:23][C:22]([CH3:24])=[C:21]([C:25]([NH:27][C@@H:28]4[CH2:32][CH2:31][NH:30][CH2:29]4)=[O:26])[C:17]=3[N:18]=[CH:19][N:20]=2)[CH2:4][CH2:3]1.[C:33](Cl)(=[O:36])[CH2:34][CH3:35]>>[CH:2]1([CH2:5][O:6][C:7]2[CH:12]=[C:11]([O:13][CH3:14])[CH:10]=[CH:9][C:8]=2[C:15]2[C:16]3[NH:23][C:22]([CH3:24])=[C:21]([C:25]([NH:27][C@@H:28]4[CH2:32][CH2:31][N:30]([C:33](=[O:36])[CH2:34][CH3:35])[CH2:29]4)=[O:26])[C:17]=3[N:18]=[CH:19][N:20]=2)[CH2:4][CH2:3]1 |f:0.1|. Procedure: Starting from 4-[2-(cyclopropylmethoxy)-4-methoxyphenyl]-6-methyl-N-[(3R)-pyrrolidin-3-yl]-5H-pyrrolo[3,2-d]pyrimidine-7-carboxamide hydrochloride (example D.f21) and commercially propionyl chloride the title compound is obtained as colorless solid. Reactants: COC([C@@H](NC([C@H]1N(CCC1)S(=O)(=O)C1=CC=C(C=C1)C)=O)CC1=CC=C(C=C1)O)=O (N-(toluene-4-sulfonyl)-L-prolyl-L-tyrosine methyl ester), C(C1=CC=CC=C1)NC(CCl)=O (N-benzyl-2-chloroacetamide). Product: COC([C@@H](NC([C@H]1N(CCC1)S(=O)(=O)C1=CC=C(C=C1)C)=O)CC1=CC=C(C=C1)OCC(=O)NCC1=CC=CC=C1)=O (N-(Toluene-4-sulfonyl)-L-prolyl-4-[(N-benzylaminocarbony)methoxy]-L-phenylalanine Methyl Ester), methyl ester. Reaction SMILES: [CH3:1][O:2][C:3](=[O:31])[C@H:4]([CH2:23][C:24]1[CH:29]=[CH:28][C:27]([OH:30])=[CH:26][CH:25]=1)[NH:5][C:6](=[O:22])[C@@H:7]1[CH2:11][CH2:10][CH2:9][N:8]1[S:12]([C:15]1[CH:20]=[CH:19][C:18]([CH3:21])=[CH:17][CH:16]=1)(=[O:14])=[O:13].[CH2:32]([NH:39][C:40](=[O:43])[CH2:41]Cl)[C:33]1[CH:38]=[CH:37][CH:36]=[CH:35][CH:34]=1>>[CH3:1][O:2][C:3](=[O:31])[C@H:4]([CH2:23][C:24]1[CH:29]=[CH:28][C:27]([O:30][CH2:41][C:40]([NH:39][CH2:32][C:33]2[CH:38]=[CH:37][CH:36]=[CH:35][CH:34]=2)=[O:43])=[CH:26][CH:25]=1)[NH:5][C:6](=[O:22])[C@@H:7]1[CH2:11][CH2:10][CH2:9][N:8]1[S:12]([C:15]1[CH:20]=[CH:19][C:18]([CH3:21])=[CH:17][CH:16]=1)(=[O:13])=[O:14]. Reported procedure: The title compound was prepared by alkylation of N-(toluene-4-sulfonyl)-L-prolyl-L-tyrosine methyl ester with N-benzyl-2-chloroacetamide (potasium carbonate, sodium iodide, refluxing butanone under Argon overnight). The product was purified by flash column chromatography (silica, 1:1 hexane:EtOAc) to afford the methyl ester as a white solid, mp 57-59° C. Isolated yield 84.1%. The solvent is C(C)#N (acetonitrile). Reactants: C(CCC)NC=1C=C(C=CC1)C1=CC=C(C=C1)C(F)(F)F (N-butyl-N-[4′-(trifluoromethyl)-1,1′-biphenyl-3-yl]amine), BrCC1=CC(=C(OCC(=O)OCC)C=C1)C (ethyl [4-(bromomethyl)-2-methylphenoxy]acetate), C(C)(C)N(C(C)C)CC (N,N-diisopropylethylamine). Reaction SMILES: [CH2:1]([NH:5][C:6]1[CH:7]=[C:8]([C:12]2[CH:17]=[CH:16][C:15]([C:18]([F:21])([F:20])[F:19])=[CH:14][CH:13]=2)[CH:9]=[CH:10][CH:11]=1)[CH2:2][CH2:3][CH3:4].Br[CH2:23][C:24]1[CH:36]=[CH:35][C:27]([O:28][CH2:29][C:30]([O:32][CH2:33][CH3:34])=[O:31])=[C:26]([CH3:37])[CH:25]=1.C(N(CC)C(C)C)(C)C>C(#N)C>[CH2:1]([N:5]([CH2:23][C:24]1[CH:36]=[CH:35][C:27]([O:28][CH2:29][C:30]([O:32][CH2:33][CH3:34])=[O:31])=[C:26]([CH3:37])[CH:25]=1)[C:6]1[CH:7]=[C:8]([C:12]2[CH:13]=[CH:14][C:15]([C:18]([F:19])([F:20])[F:21])=[CH:16][CH:17]=2)[CH:9]=[CH:10][CH:11]=1)[CH2:2][CH2:3][CH3:4]. Product: C(CCC)N(C=1C=C(C=CC1)C1=CC=C(C=C1)C(F)(F)F)CC1=CC(=C(OCC(=O)OCC)C=C1)C (Ethyl [4-({butyl[4′-(trifluoromethyl)-1,1′-biphenyl-3-yl]amino}methyl)-2-methylphenoxy]acetate). Procedure: To a solution of N-butyl-N-[4′-(trifluoromethyl)-1,1′-biphenyl-3-yl]amine (73 mg, 0.25 mmol) in anhydrous acetonitrile (5 mL) was added ethyl [4-(bromomethyl)-2-methylphenoxy]acetate (75 mg, 0.25 mmol) and N,N-diisopropylethylamine (43 μL, 0.25 mmol). The resulting solution was heated at reflux under nitrogen for 2 h and then cooled to room temperature. The solvent was removed in vacuo and the residue diluted with water (10 mL) and extracted with CH2Cl2 (30 mL). The organic extract was separated... Reactants: C(C)(C)(C)OC(=O)N1CC=2C=C3O[C@H](C(NC3=CC2CC1C(N[C@@H](CC1=CC=C(C=C1)C1=CC=C(C=C1)C#N)C(=O)OC)=O)=O)C1=CC=C(C=C1)O ((S)-7-[(S)-2-(4′-Cyano-biphenyl-4-yl)-1-methoxycarbonyl-ethylcarbamoyl]-3-(4-hydroxy-phenyl)-2-oxo-1,2,3,5,7,8-hexahydro-4-oxa-1,6-diaza-anthracene-6-carboxylic acid tert-butyl ester), Cl.COC([C@H](CC1=CC=C(C=C1)C1=CC=C(C=C1)C#N)NC(=O)C1NCC=2C=C3O[C@H](C(NC3=CC2C1)=O)C1=CC=C(C=C1)OCC1=CC(=C(C=C1)Cl)C(F)(F)F)=O ((S)-2-({(S)-3-[4-(4-chloro-3-trifluoromethyl-benzyloxy)-phenyl]-2-oxo-2,3,5,6,7,8-hexahydro-1H-4-oxa-1,6-diaza-anthracene-7-carbonyl}-amino)-3-(4′-cyano-biphenyl-4-yl)-propionic acid methyl ester hydrochloride), Cl.COC([C@H](CC1=CC=C(C=C1)C1=CC=C(C=C1)C#N)NC(=O)C1NCC=2C=C3O[C@H](C(NC3=CC2C1)=O)C1=CC=C(C=C1)OCC1=CC(=C(C=C1)Cl)C(F)(F)F)=O ((S)-2-({(S)-3-[4-(4-chloro-3-trifluoromethyl-benzyloxy)-phenyl]-2-oxo-2,3,5,6,7,8-hexahydro-1H-4-oxa-1,6-diaza-anthracene-7-carbonyl}-amino)-3-(4′-cyano-biphenyl-4-yl)-propionic acid methyl ester hydrochloride). Product: C(C1=CC=CC=C1)(=O)N1CC=2C=C3O[C@H](C(NC3=CC2CC1C(=O)N[C@H](C(=O)O)CC1=CC=C(C=C1)C1=CC=C(C=C1)C#N)=O)C1=CC=C(C=C1)OCC1=CC(=C(C=C1)Cl)C(F)(F)F ((S)-2-({(S)-6-Benzoyl-3-[4-(4-chloro-3-trifluoromethyl-benzyloxy)-phenyl]-2-oxo-2,3,5,6,7,8-hexahydro-1H-4-oxa-1,6-diaza-anthracene-7-carbonyl}-amino)-3-(4′-cyano-biphenyl-4-yl)-propionic acid). RXN SMILES: C(OC(N1C(C(=O)N[C@H](C(OC)=O)CC2C=CC(C3C=CC(C#N)=CC=3)=CC=2)CC2C=C3C([O:13][C@@H:14]([C:46]4[CH:51]=[CH:50][C:49](O)=[CH:48][CH:47]=4)C(=O)N3)=CC=2C1)=O)(C)(C)C.Cl.C[O:55][C:56](=[O:110])[C@@H:57]([NH:73][C:74]([CH:76]1[CH2:89][C:88]2[CH:87]=[C:86]3[C:81]([O:82][C@@H:83]([C:91]4[CH:96]=[CH:95][C:94]([O:97][CH2:98][C:99]5[CH:104]=[CH:103][C:102]([Cl:105])=[C:101]([C:106]([F:109])([F:108])[F:107])[CH:100]=5)=[CH:93][CH:92]=4)[C:84](=[O:90])[NH:85]3)=[CH:80][C:79]=2[CH2:78][NH:77]1)=[O:75])[CH2:58][C:59]1[CH:64]=[CH:63][C:62]([C:65]2[CH:70]=[CH:69][C:68]([C:71]#[N:72])=[CH:67][CH:66]=2)=[CH:61][CH:60]=1>>[C:14]([N:77]1[CH:76]([C:74]([NH:73][C@@H:57]([CH2:58][C:59]2[CH:60]=[CH:61][C:62]([C:65]3[CH:70]=[CH:69][C:68]([C:71]#[N:72])=[CH:67][CH:66]=3)=[CH:63][CH:64]=2)[C:56]([OH:55])=[O:110])=[O:75])[CH2:89][C:88]2[CH:87]=[C:86]3[C:81]([O:82][C@@H:83]([C:91]4[CH:96]=[CH:95][C:94]([O:97][CH2:98][C:99]5[CH:104]=[CH:103][C:102]([Cl:105])=[C:101]([C:106]([F:109])([F:107])[F:108])[CH:100]=5)=[CH:93][CH:92]=4)[C:84](=[O:90])[NH:85]3)=[CH:80][C:79]=2[CH2:78]1)(=[O:13])[C:46]1[CH:51]=[CH:50][CH:49]=[CH:48][CH:47]=1 |f:1.2|. Reported procedure: (S)-7-[(S)-2-(4′-Cyano-biphenyl-4-yl)-1-methoxycarbonyl-ethylcarbamoyl]-3-(4-hydroxy-phenyl)-2-oxo-1,2,3,5,7,8-hexahydro-4-oxa-1,6-diaza-anthracene-6-carboxylic acid tert-butyl ester was converted to (S)-2-({(S)-3-[4-(4-chloro-3-trifluoromethyl-benzyloxy)-phenyl]-2-oxo-2,3,5,6,7,8-hexahydro-1H-4-oxa-1,6-diaza-anthracene-7-carbonyl}-amino)-3-(4′-cyano-biphenyl-4-yl)-propionic acid methyl ester hydrochloride following general procedure L. and C. Title compound was prepared from (S)-2-({(S)-3-[4-(4... Product: C(C)(=O)O[C@H]1[C@H](OC=2C=NC(=CC2)C2=CC=C(C=C2)N2CCCCC2)SC[C@H]([C@@H]1OC(C)=O)OC(C)=O (6-[4-(1-piperidinyl)phenyl]-3-pyridinyl 2,3,4-tri-O-acetyl-5-thio-β-D-xylo-pyranoside), powder. Reported procedure: By following a procedure analogous to Example 43 starting from [4-(1-piperidinyl)phenyl]boronic acid and 6-bromo-3-pyridinyl 2,3,4-tri-O-acetyl-5-thio-β-D-xylopyranoside, the expected compound is obtained in the form of a gray powder (yield=14%). The reactants are N1(CCCCC1)C1=CC=C(C=C1)B(O)O ([4-(1-piperidinyl)phenyl]boronic acid), C(C)(=O)O[C@H]1[C@H](OC=2C=NC(=CC2)Br)SC[C@H]([C@@H]1OC(C)=O)OC(C)=O (6-bromo-3-pyridinyl 2,3,4-tri-O-acetyl-5-thio-β-D-xylopyranoside). RXN SMILES: [N:1]1([C:7]2[CH:12]=[CH:11][C:10](B(O)O)=[CH:9][CH:8]=2)[CH2:6][CH2:5][CH2:4][CH2:3][CH2:2]1.[C:16]([O:19][C@@H:20]1[C@@H:33]([O:34][C:35](=[O:37])[CH3:36])[C@H:32]([O:38][C:39](=[O:41])[CH3:40])[CH2:31][S:30][C@H:21]1[O:22][C:23]1[CH:24]=[N:25][C:26](Br)=[CH:27][CH:28]=1)(=[O:18])[CH3:17]>>[C:16]([O:19][C@@H:20]1[C@@H:33]([O:34][C:35](=[O:37])[CH3:36])[C@H:32]([O:38][C:39](=[O:41])[CH3:40])[CH2:31][S:30][C@H:21]1[O:22][C:23]1[CH:24]=[N:25][C:26]([C:10]2[CH:11]=[CH:12][C:7]([N:1]3[CH2:6][CH2:5][CH2:4][CH2:3][CH2:2]3)=[CH:8][CH:9]=2)=[CH:27][CH:28]=1)(=[O:18])[CH3:17]. Isolated yield 14.0%. The reactants are C[C@@H]1CNC[C@@H](N1)C, COC1=C(C=C(C=C1)Br)[N+](=O)[O-]. Reagents/catalysts: C(=O)([O-])[O-].[Cs+].[Cs+], C1=CC=C(C=C1)P(C2=CC=CC=C2)C3=C(C4=CC=CC=C4C=C3)C5=C(C=CC6=CC=CC=C65)P(C7=CC=CC=C7)C8=CC=CC=C8, CC(=O)O.CC(=O)O.[Pd]. Solvent: C1COCCO1. Conditions: temperature 100 celsius. Yields the product C[C@@H]1CN(C[C@@H](N1)C)C2=CC(=C(C=C2)OC)[N+](=O)[O-]. Yield: 56.0%. Procedure details: To a solution of 4-bromo-1-methoxy-2-nitrobenzene (150 mg, 0.65 mmol) in dioxane (4 mL) was added (2R,6S)-2,6-dimethylpiperazine (221 mg, 1.94 mmol) followed by cesium carbonate (316 mg, 0.97 mmol), 2,2'-bis(diphenylphosphino)-1,1'-binaphthyl (56.4 mg, 0.09 mmol) and diacetoxypalladium (14.51 mg, 0.06 mmol). The resulting mixture was heated at 100 °C under argon over night (black). LCMS Ok. The solids were filtered through celite and washed with ethyl acetate. The ethyl acetate was evaporated un...